describe an organic reaction: reactants, conditions, products, and yield From a dataset of the Open Reaction Database (ORD), a public repository of structured organic reaction records. The reactants are COC(=O)C1CCN1S(=O)(=O)Cc1ccccc1, CO, Cl, [Li+], [OH-], O. Yields the product O=C(O)C1CCN1S(=O)(=O)Cc1ccccc1. Reaction SMILES: [CH3:1][O:2][C:3](=[O:4])[CH:5]1[N:6]([S:9](=[O:10])(=[O:11])[CH2:12][c:13]2[cH:14][cH:15][cH:16][cH:17][cH:18]2)[CH2:7][CH2:8]1.[CH3:22][OH:23].[ClH:21].[Li+:20].[OH-:19].[OH2:24]>>[O:2]=[C:3]([OH:4])[CH:5]1[N:6]([S:9](=[O:10])(=[O:11])[CH2:12][c:13]2[cH:14][cH:15][cH:16][cH:17][cH:18]2)[CH2:7][CH2:8]1. Starting materials: ClCCl, CCOC(C)=O, [Cl-], NNC(=O)C(CCCCl)c1cc(F)c(F)c(F)c1, Cl, COc1cc(C=CC(=O)O)c(F)cc1-n1cnc(C)c1, [NH4+]. The product is COc1cc(C=CC(=O)NNC(=O)C(CCCCl)c2cc(F)c(F)c(F)c2)c(F)cc1-n1cnc(C)c1. As a reaction SMILES: [CH2:48]([Cl:49])[Cl:50].[CH3:40][CH2:41][O:42][C:43](=[O:44])[CH3:45].[Cl-:46].[Cl:2][CH2:3][CH2:4][CH2:5][CH:6]([C:7](=[O:8])[NH:9][NH2:10])[c:11]1[cH:12][c:13]([F:19])[c:14]([F:18])[c:15]([F:17])[cH:16]1.[ClH:1].[F:20][c:21]1[c:22]([CH:35]=[CH:36][C:37](=[O:38])[OH:39])[cH:23][c:24]([O:33][CH3:34])[c:25](-[n:27]2[cH:28][n:29][c:30]([CH3:32])[cH:31]2)[cH:26]1.[NH4+:47]>>[Cl:2][CH2:3][CH2:4][CH2:5][CH:6]([C:7](=[O:8])[NH:9][NH:10][C:37]([CH:36]=[CH:35][c:22]1[c:21]([F:20])[cH:26][c:25](-[n:27]2[cH:28][n:29][c:30]([CH3:32])[cH:31]2)[c:24]([O:33][CH3:34])[cH:23]1)=[O:38])[c:11]1[cH:12][c:13]([F:19])[c:14]([F:18])[c:15]([F:17])[cH:16]1. Run at temperature -5 celsius. Product: C(C)(C)(C)OOC1(C(CCCCC1)C(=O)OC)OOC(C)(C)C (Methyl 2,2-di(tertiary-butylperoxy)-1-cycloheptanecarboxylate). Procedure details: Methyl 2,2-di(tertiary-butylperoxy)-1-cycloheptanecarboxylate was prepared by the addition of 92.28% TBHP (tertiary butyl hydroperoxide) (12.21 g, 0.1250 mol) to 99% methyl 2-oxo-1-cycloheptanecarboxylate (8.600 g, 0.0500 mol) at room temperature in a three necked 125-mL round bottomed flask equipped with a thermometer and mechanical stirrer. The solution was then cooled via a dry ice-acetone bath to −5° C. and 78% sulfuric acid (7.540 g, 0.0600 mol) was added dropwise to the solution with tempe... Reactants: S(O)(O)(=O)=O (sulfuric acid), C(C)(C)(C)OO (TBHP), O=C1C(CCCCC1)C(=O)OC (methyl 2-oxo-1-cycloheptanecarboxylate), S(O)(O)(=O)=O (sulfuric acid). RXN SMILES: [C:1]([O:5][OH:6])([CH3:4])([CH3:3])[CH3:2].[O:7]=[C:8]1[CH2:14][CH2:13][CH2:12][CH2:11][CH2:10][CH:9]1[C:15]([O:17][CH3:18])=[O:16].S(=O)(=O)(O)O>>[C:1]([O:5][O:6][C:8]1([O:7][O:5][C:1]([CH3:4])([CH3:3])[CH3:2])[CH2:14][CH2:13][CH2:12][CH2:11][CH2:10][CH:9]1[C:15]([O:17][CH3:18])=[O:16])([CH3:4])([CH3:3])[CH3:2]. Starting materials: C(C)OC=1C=C2CCC(C2=CC1OCCCOC1OCCCC1)=O (5-Ethoxy-6-[3-(tetrahydro-pyran-2-yloxy)-propoxy]-indan-1-one), Intermediate Z, FC=1C=C(C=CC1)N=C=S (3-fluoro-phenyl isothiocyanate), FC=1C=C(C=CC1)N=C=S (3-fluoro-phenyl isothiocyanate), C[Si]([Si](C)(C)C)(C)C.[Li] (lithium hexamethyldisilane), NN (Hydrazine), C(C)(=O)O (acetic acid). The solvent is C1CCOC1 (THF), C(C)(=O)OCC (ethyl acetate). The product is C(C)OC=1C=C2CC=3C(=NNC3NC3=CC(=CC=C3)F)C2=CC1OCCCO (3-[6-Ethoxy-3-(3-fluoro-phenylamino)-2,4-dihydro-indeno[1,2-c]pyrazol-7-yloxy]-propan-1-ol). As a reaction SMILES: [CH2:1]([O:3][C:4]1[CH:5]=[C:6]2[C:10](=[CH:11][C:12]=1[O:13][CH2:14][CH2:15][CH2:16][O:17]C1CCCCO1)[C:9](=O)[CH2:8][CH2:7]2)[CH3:2].[F:25][C:26]1[CH:27]=[C:28]([N:32]=[C:33]=S)[CH:29]=[CH:30][CH:31]=1.C[Si](C)(C)[Si](C)(C)C.[Li].[NH2:44][NH2:45].C(O)(=O)C>C(OCC)(=O)C.C1COCC1>[CH2:1]([O:3][C:4]1[CH:5]=[C:6]2[C:10](=[CH:11][C:12]=1[O:13][CH2:14][CH2:15][CH2:16][OH:17])[C:9]1=[N:44][NH:45][C:33]([NH:32][C:28]3[CH:29]=[CH:30][CH:31]=[C:26]([F:25])[CH:27]=3)=[C:8]1[CH2:7]2)[CH3:2] |f:2.3,^1:42|. Procedure details: To a mixture of 5-Ethoxy-6-[3-(tetrahydro-pyran-2-yloxy)-propoxy]-indan-1-one, (Intermediate Z) (0.100 g, 0.0003 mol), 3-fluorophenyl isothiocyanate (Compound 4a) (0.043 mL, 0.00036 mol) and THF (3 mL) was added lithium hexamethyldisilane (0.360 mL, 0.00036 mol) dropwise at room temperature with stirring. The reaction mixture was stirred for 5 h. Hydrazine (0.011 mL, 0.00036 mol) and acetic acid (0.021 mL, 0.00036 mol) was added to the reaction mixture, which was then heated at reflux temperatur... Reactants: C([O-])([O-])=O.[Na+].[Na+] (sodium carbonate), Cl (HCl), NS(=O)(=O)C1=CC(=C(C=C1)N[C@H](CC(=O)N(C)C)CSC1=CC=CC=C1)[N+](=O)[O-] ((3R)-3-((4-(aminosulfonyl)-2-nitrophenyl)amino)-N,N-dimethyl-4-(phenylthio)butanamide), B (borane). The solvent is CO (methanol), C1CCOC1 (THF), C(C)(=O)OCC (ethyl acetate). Reaction conditions: temperature 80 celsius, time 3 hour. The product is CN(CC[C@H](CSC1=CC=CC=C1)NC1=C(C=C(C=C1)S(=O)(=O)N)[N+](=O)[O-])C (4-(((1R)-3-(dimethylamino)-1-((phenylthio)methyl)propyl)amino)-3-nitrobenzenesulfonamide). RXN SMILES: [NH2:1][S:2]([C:5]1[CH:10]=[CH:9][C:8]([NH:11][C@@H:12]([CH2:19][S:20][C:21]2[CH:26]=[CH:25][CH:24]=[CH:23][CH:22]=2)[CH2:13][C:14]([N:16]([CH3:18])[CH3:17])=O)=[C:7]([N+:27]([O-:29])=[O:28])[CH:6]=1)(=[O:4])=[O:3].B.Cl.C(=O)([O-])[O-].[Na+].[Na+]>C1COCC1.C(OCC)(=O)C.CO>[CH3:18][N:16]([CH3:17])[CH2:14][CH2:13][C@@H:12]([NH:11][C:8]1[CH:9]=[CH:10][C:5]([S:2]([NH2:1])(=[O:3])=[O:4])=[CH:6][C:7]=1[N+:27]([O-:29])=[O:28])[CH2:19][S:20][C:21]1[CH:22]=[CH:23][CH:24]=[CH:25][CH:26]=1 |f:3.4.5|. Procedure details: A mixture of Example 122F (4.06 g, 9.25 mmol) and 1M borane in THF (20 mL) at room temperature was stirred for 16 hours, treated with methanol (5.0 mL) and concentrated HCl (2 mL), stirred at 80° C. for 3 hours, cooled to room temperature, adjusted to pH>7 with 4M sodium carbonate, diluted with ethyl acetate (150 mL), washed with water (50 mL) and brine (10 mL), dried (MgSO4), filtered, and concentrated. The concentrate was purified by flash column chromatography on silica gel with 20% methanol/... Starting materials: Cl.NCC(=O)C1=CC=C(C=C1)Br (2-amino-1-(4-bromophenyl)ethanone hydrochloride salt), C(C)(C)(C)OC(=O)N1[C@@H](CCC1)C(=O)O ((S)-1-(tert-butoxycarbonyl)pyrrolidine-2-carboxylic acid), C(C)(C)N(CC)C(C)C (diisopropylethylamine), C(C)OP(=O)(OCC)ON1N=NC2=C(C1=O)C=CC=C2 (3-(diethoxyphosphoryloxy)-(1,2,3)-benzotriazin-4(3H)-one). Solvent: CN(C)C=O (DMF), O.C(C)(=O)OCC (H2O ethyl acetate). Conditions: time 2 hour. The product is BrC1=CC=C(C=C1)C(CNC(=O)[C@H]1N(CCC1)C(=O)OC(C)(C)C)=O ((S)-tert-butyl 2-(2-(4-bromophenyl)-2-oxoethylcarbamoyl)pyrrolidine-1-carboxylate). The yield is 56.5%. RXN SMILES: Cl.[NH2:2][CH2:3][C:4]([C:6]1[CH:11]=[CH:10][C:9]([Br:12])=[CH:8][CH:7]=1)=[O:5].[C:13]([O:17][C:18]([N:20]1[CH2:24][CH2:23][CH2:22][C@H:21]1[C:25](O)=[O:26])=[O:19])([CH3:16])([CH3:15])[CH3:14].C(N(C(C)C)CC)(C)C.C(OP(ON1C(=O)C2C=CC=CC=2N=N1)(OCC)=O)C>CN(C=O)C.O.C(OCC)(=O)C>[Br:12][C:9]1[CH:10]=[CH:11][C:6]([C:4](=[O:5])[CH2:3][NH:2][C:25]([C@@H:21]2[CH2:22][CH2:23][CH2:24][N:20]2[C:18]([O:17][C:13]([CH3:16])([CH3:15])[CH3:14])=[O:19])=[O:26])=[CH:7][CH:8]=1 |f:0.1,6.7|. Procedure details: To a solution of 2-amino-1-(4-bromophenyl)ethanone hydrochloride salt (1.10 g, 4.39 mmol), (S)-1-(tert-butoxycarbonyl)pyrrolidine-2-carboxylic acid (1.02 g, 4.73 mmol), and diisopropylethylamine (3.10 mL, 17.4 mmol) in DMF (20 mL) was added 3-(diethoxyphosphoryloxy)-(1,2,3)-benzotriazin-4(3H)-one (DEPBT, 2.0 g, 6.68 mmol) and the solution was allowed to stir for 2 hours. The mixture was poured into H2O-ethyl acetate and the layers were separated. The aqueous phase was extracted twice with ethyl ... Reactants: COCCOc1cc([N+](=O)[O-])c(C(=O)OC)cc1OC, CCOC(C)=O, [H][H]. The product is COCCOc1cc(N)c(C(=O)OC)cc1OC. RXN SMILES: [CH3:1][O:2][c:3]1[c:4]([O:16][CH2:17][CH2:18][O:19][CH3:20])[cH:5][c:6]([N+:13]([O-:14])=[O:15])[c:7]([C:8](=[O:9])[O:10][CH3:11])[cH:12]1.[CH3:23][CH2:24][O:25][C:26]([CH3:27])=[O:28].[H:21][H:22]>>[CH3:1][O:2][c:3]1[c:4]([O:16][CH2:17][CH2:18][O:19][CH3:20])[cH:5][c:6]([NH2:13])[c:7]([C:8](=[O:9])[O:10][CH3:11])[cH:12]1. Reactants: O=C1C=CC(=O)C=2C=CC=CC12, O=C(O)C1CCCCC1. Reagents/catalysts: O=S(=O)(O)OOS(=O)(=O)O.N. The solvent is O, O=S(C)C. Reaction conditions: temperature 40 celsius, time 16 hour. The product is O=C1C=2C=CC=CC2C(=O)C(=C1C(CCC)CCC)C3CCCCC3. Isolated yield 46.0%. Starting materials: O1C(=CC=C1)C1=CC(=NO1)COC(=O)N1C=NC=C1 (imidazole-1-carboxylic acid 5-furan-2-yl-isoxazol-3-ylmethyl ester), N1(CCNCC1)C(C)=O (1-piperazin-1-yl-ethanone). The solvent is C(Cl)Cl (methylene chloride). Reaction conditions: time 4 hour. Yields the product O1C(=CC=C1)C1=CC(=NO1)COC(=O)N1CCN(CC1)C(C)=O (4-acetyl-piperazine-1-carboxylic acid 5-furan-2-yl-isoxazol-3-ylmethyl ester). The yield is 81.2%. RXN SMILES: [O:1]1[CH:5]=[CH:4][CH:3]=[C:2]1[C:6]1[O:10][N:9]=[C:8]([CH2:11][O:12][C:13](N2C=CN=C2)=[O:14])[CH:7]=1.[N:20]1([C:26](=[O:28])[CH3:27])[CH2:25][CH2:24][NH:23][CH2:22][CH2:21]1>C(Cl)Cl>[O:1]1[CH:5]=[CH:4][CH:3]=[C:2]1[C:6]1[O:10][N:9]=[C:8]([CH2:11][O:12][C:13]([N:23]2[CH2:24][CH2:25][N:20]([C:26](=[O:28])[CH3:27])[CH2:21][CH2:22]2)=[O:14])[CH:7]=1. Procedure: To a solution of 30 mg of imidazole-1-carboxylic acid 5-furan-2-yl-isoxazol-3-ylmethyl ester in 1 mL of methylene chloride was added 16 mg of 1-piperazin-1-yl-ethanone. After stirring at room temperature for 4 hrs, the reaction mixture was concentrated under reduced pressure. The concentrate was purified by column chromatography to afford 30 mg of the title compound. (Yield: 79%). Starting materials: CN, Nc1nc(Cl)c2ncn(C3C=CC(CO)C3)c2n1, [Na+], [OH-]. Yields the product CNc1nc(N)nc2c1ncn2C1C=CC(CO)C1. As a reaction SMILES: [CH3:19][NH2:20].[NH2:1][c:2]1[n:3][c:4]([Cl:18])[c:5]2[n:6][cH:7][n:8]([CH:11]3[CH:12]=[CH:13][CH:14]([CH2:16][OH:17])[CH2:15]3)[c:9]2[n:10]1.[Na+:22].[OH-:21]>>[NH2:1][c:2]1[n:3][c:4]([NH:20][CH3:19])[c:5]2[n:6][cH:7][n:8]([CH:11]3[CH:12]=[CH:13][CH:14]([CH2:16][OH:17])[CH2:15]3)[c:9]2[n:10]1.